Task: describe an organic reaction: reactants, conditions, products, and yield. Dataset: the Open Reaction Database (ORD), a public repository of structured organic reaction records Starting materials: N (Ammonia), ClC1=NC=C(C(=N1)NC1=CC(=C(C=C1)C=1N=CSC1)F)C(=O)O (2-chloro-4-(3-fluoro-4-(thiazol-4-yl)phenylamino)pyrimidine-5-carboxylic acid), C=1C=CC2=C(C1)N=NN2O (HOBt), C(CCl)Cl (EDC). Solvent: CCOC(=O)C (EtOAc), O (Water), CN(C)C=O (DMF). Run at time 1 hour. Product: N1(N=NC2=C1C=CC=C2)OC2=NC=C(C(=N2)NC2=CC(=C(C=C2)C=2N=CSC2)F)C(=O)N (2-(1H-benzo[d][1,2,3]triazol-1-yloxy)-4-(3-fluoro-4-(thiazol-4-yl)phenylamino)pyrimidine-5-carboxamide). Isolated yield 17.8%. As a reaction SMILES: Cl[C:2]1[N:7]=[C:6]([NH:8][C:9]2[CH:14]=[CH:13][C:12]([C:15]3[N:16]=[CH:17][S:18][CH:19]=3)=[C:11]([F:20])[CH:10]=2)[C:5]([C:21]([OH:23])=O)=[CH:4][N:3]=1.[CH:24]1[CH:25]=[CH:26][C:27]2[N:32]([OH:33])[N:31]=[N:30][C:28]=2[CH:29]=1.C(Cl)CCl.[NH3:38]>CN(C=O)C.CCOC(C)=O.O>[N:32]1([O:33][C:2]2[N:7]=[C:6]([NH:8][C:9]3[CH:14]=[CH:13][C:12]([C:15]4[N:16]=[CH:17][S:18][CH:19]=4)=[C:11]([F:20])[CH:10]=3)[C:5]([C:21]([NH2:38])=[O:23])=[CH:4][N:3]=2)[C:27]2[CH:26]=[CH:25][CH:24]=[CH:29][C:28]=2[N:30]=[N:31]1. Procedure: To a solution of 2-chloro-4-(3-fluoro-4-(thiazol-4-yl)phenylamino)pyrimidine-5-carboxylic acid (158 mg, 0.450 mmol) and HOBt (103 mg, 0.673 mmol) in DMF (4 mL), EDC (130 mg, 0.678 mmol) was added. The mixture was stirred at room temperature for 1 h. Ammonia (0.5 M in dioxane, 4.50 mL, 2.25 mmol) was added. It was stirred at room temperature overnight. Water and EtOAc were added. The organic phase was separated, washed with 5% NaHCO3, dried over Na2SO4, concentrated in vacuo. The residue was diss... The reactants are O (water), [H-].[Na+] (NaH), C(C)NC1=NC(=NC=C1C=O)NC1=CC=CC=C1 (4-ethylamino-2-phenylamino-pyrimidine-5-carbaldehyde), C1=C(C=CC2=CC=CC=C12)CC#N (2-naphthyl-acetonitrile). The solvent is C(C)OCCO (2-ethoxyethanol). Conditions: time 5 minute. Product: C(C)N1C(C(=CC2=C1N=C(N=C2)NC2=CC=CC=C2)C2=CC1=CC=CC=C1C=C2)=N ((8-Ethyl-7-imino-6-naphthalen-2-yl-7,8-dihydro-pyrido[2,3-d]pyrimidin-2-yl)-phenylamine). The yield is 82.4%. Reaction SMILES: [H-].[Na+].[CH:3]1[C:12]2[C:7](=[CH:8][CH:9]=[CH:10][CH:11]=2)[CH:6]=[CH:5][C:4]=1[CH2:13][C:14]#[N:15].[CH2:16]([NH:18][C:19]1[C:24]([CH:25]=O)=[CH:23][N:22]=[C:21]([NH:27][C:28]2[CH:33]=[CH:32][CH:31]=[CH:30][CH:29]=2)[N:20]=1)[CH3:17].O>C(OCCO)C>[CH2:16]([N:18]1[C:19]2[N:20]=[C:21]([NH:27][C:28]3[CH:33]=[CH:32][CH:31]=[CH:30][CH:29]=3)[N:22]=[CH:23][C:24]=2[CH:25]=[C:13]([C:4]2[CH:5]=[CH:6][C:7]3[C:12](=[CH:11][CH:10]=[CH:9][CH:8]=3)[CH:3]=2)[C:14]1=[NH:15])[CH3:17] |f:0.1|. Reported procedure: To a suspension of NaH (60% in mineral oil, 27 mg) in 5 mL of 2-ethoxyethanol was added 2-naphthyl-acetonitrile (227 mg, 1.36 mmol). After stirring for 5 minutes at room temperature, 4-ethylamino-2-phenylamino-pyrimidine-5-carbaldehyde (300 mg, 1.24 mmol) was added and the reaction heated at 110° C. for 1 hour, resulting in a dark brown solution. Upon cooling, the solution was poured into 30 mL of water which caused precipitation. The resulting precipitate was removed by filtration and washed wi...